Dataset: the Open Reaction Database (ORD), a public repository of structured organic reaction records. Task: describe an organic reaction: reactants, conditions, products, and yield Reactants: NC1=NC(=C(C(=N1)C=1OC=C(C1)C#N)C#N)S(=O)C (2-amino-4-(4-cyano-furan-2-yl)-6-methanesulfinyl-pyrimidine-5-carbonitrile), ( 100 ), ( 70 ), SCCC1=NC=CC=C1 (2-mercaptoethylpyridine), C1CCC2=NCCCN2CC1 (DBU). Run in COCCOC (DME). Product: NC1=NC(=C(C(=N1)C=1OC=C(C1)C#N)C#N)SCCC1=NC=CC=C1 (2-Amino-4-(4-cyano-furan-2-yl)-6-(2-pyridin-2-yl-ethylsulfanyl)-pyrimidine-5-carbonitrile). Reaction SMILES: [NH2:1][C:2]1[N:7]=[C:6]([C:8]2[O:9][CH:10]=[C:11]([C:13]#[N:14])[CH:12]=2)[C:5]([C:15]#[N:16])=[C:4]([S:17]([CH3:19])=O)[N:3]=1.SC[CH2:22][C:23]1[CH:28]=[CH:27][CH:26]=[CH:25][N:24]=1.C1CCN2C(=NCCC2)CC1>COCCOC>[NH2:1][C:2]1[N:7]=[C:6]([C:8]2[O:9][CH:10]=[C:11]([C:13]#[N:14])[CH:12]=2)[C:5]([C:15]#[N:16])=[C:4]([S:17][CH2:19][CH2:22][C:23]2[CH:28]=[CH:27][CH:26]=[CH:25][N:24]=2)[N:3]=1. Procedure: From 2-amino-4-(4-cyano-furan-2-yl)-6-methanesulfinyl-pyrimidine-5-carbonitrile, 2-mercaptoethylpyridine and DBU in DME. EI-MS m/e (%): 348 (M+, 90), 347 ([M—H]+, 65), 138 (100), 106 (70). Starting materials: CCOC(=O)N(Cc1ccc(F)cc1)CC1CCCC(CN2C(=O)c3ccccc3C2=O)O1, CO, NN, O. The product is CCOC(=O)N(Cc1ccc(F)cc1)CC1CCCC(CN)O1. RXN SMILES: [CH2:1]([CH3:2])[O:3][C:4](=[O:5])[N:6]([CH2:7][c:8]1[cH:9][cH:10][c:11]([F:14])[cH:12][cH:13]1)[CH2:15][CH:16]1[CH2:17][CH2:18][CH2:19][CH:20]([CH2:22][N:23]2[C:24](=[O:25])[c:26]3[cH:27][cH:28][cH:29][cH:30][c:31]3[C:32]2=[O:33])[O:21]1.[CH3:37][OH:38].[NH2:35][NH2:36].[OH2:34]>>[CH2:1]([CH3:2])[O:3][C:4](=[O:5])[N:6]([CH2:7][c:8]1[cH:9][cH:10][c:11]([F:14])[cH:12][cH:13]1)[CH2:15][CH:16]1[CH2:17][CH2:18][CH2:19][CH:20]([CH2:22][NH2:23])[O:21]1. The reactants are free base, Cl.CN(CCN1C(N2C3=C(C=C(C=C3OC=3C=C4C(=CC23)C=CC=C4)[N+](=O)[O-])C1=O)=O)C (2-[2-(Dimethylamino)ethyl]-5-nitro-1H-benzo[b]pyrimido [5,6,1-kl]phenoxazine-1,3(2H)-dione hydrochloride), [H][H] (hydrogen). Reagents/catalysts: [C].[Pd] (palladium-carbon). The solvent is C(C)(=O)O (acetic acid). Product: Cl.Cl.NC=1C=C2OC=3C=C4C(=CC3N3C2=C(C1)C(N(C3=O)CCN(C)C)=O)C=CC=C4 (5-Amino-2-[2-(dimethylamino)ethyl]-1H-benzo[b]pyrimido [5,6,1-kl]phenoxazine-1,3(2H)-dione dihydrochloride). Reaction SMILES: [ClH:1].[CH3:2][N:3]([CH3:32])[CH2:4][CH2:5][N:6]1[C:29](=[O:30])[C:10]2[CH:11]=[C:12]([N+:26]([O-])=O)[CH:13]=[C:14]3[O:15][C:16]4[CH:17]=[C:18]5[CH:25]=[CH:24][CH:23]=[CH:22][C:19]5=[CH:20][C:21]=4[N:8]([C:9]=23)[C:7]1=[O:31].[H][H]>C(O)(=O)C.[C].[Pd]>[ClH:1].[ClH:1].[NH2:26][C:12]1[CH:13]=[C:14]2[C:9]3=[C:10]([C:29](=[O:30])[N:6]([CH2:5][CH2:4][N:3]([CH3:2])[CH3:32])[C:7](=[O:31])[N:8]3[C:21]3[CH:20]=[C:19]4[CH:22]=[CH:23][CH:24]=[CH:25][C:18]4=[CH:17][C:16]=3[O:15]2)[CH:11]=1 |f:0.1,4.5,6.7.8|. Procedure: 268 mg (0.641 mmol) of the free base of the compound of Example 27 was dissolved in acetic acid (10 ml) and 10% palladium-carbon was added thereto. Then catalytic reduction was effected at room temperature in a hydrogen atmosphere. After filtering off the palladium-carbon through celite, the filtrate was concentrated. Next, water and a saturated aqueous solution of sodium hydrogencarbonate were added thereto and the obtained mixture was stirred at room temperature. The precipitate was recovered ...